Dataset: the Open Reaction Database (ORD), a public repository of structured organic reaction records. Task: describe an organic reaction: reactants, conditions, products, and yield Reactants: FC1=CC=C(C(=O)Cl)C=C1 (4-Fluoro-benzoyl chloride), C(C)(C)(C)OC(CN1C(=NC2=C1C=CC(=C2)NCC2=CC=CC=C2)CCC)=O ((5-benzylamino-2-propyl-benzoimidazol-1-yl)-acetic acid tert-butyl ester), CCN(C(C)C)C(C)C (DIEA). The reagents and catalysts are CN(C)C=1C=CN=CC1 (DMAP). The solvent is C(Cl)Cl (CH2Cl2), Cl (HCl). Reaction conditions: time 8 hour. Yields the product C(C)(C)(C)OC(CN1C(=NC2=C1C=CC(=C2)N(C(C2=CC=C(C=C2)F)=O)CC2=CC=CC=C2)CCC)=O ({5-[Benzyl-(4-fluoro-benzoyl)-amino]-2-propyl-benzoimidazol-1-yl}-acetic acid tert-butyl ester). Reaction SMILES: [F:1][C:2]1[CH:10]=[CH:9][C:5]([C:6](Cl)=[O:7])=[CH:4][CH:3]=1.[C:11]([O:15][C:16](=[O:38])[CH2:17][N:18]1[C:22]2[CH:23]=[CH:24][C:25]([NH:27][CH2:28][C:29]3[CH:34]=[CH:33][CH:32]=[CH:31][CH:30]=3)=[CH:26][C:21]=2[N:20]=[C:19]1[CH2:35][CH2:36][CH3:37])([CH3:14])([CH3:13])[CH3:12].CCN(C(C)C)C(C)C>CN(C1C=CN=CC=1)C.C(Cl)Cl.Cl>[C:11]([O:15][C:16](=[O:38])[CH2:17][N:18]1[C:22]2[CH:23]=[CH:24][C:25]([N:27]([CH2:28][C:29]3[CH:30]=[CH:31][CH:32]=[CH:33][CH:34]=3)[C:6](=[O:7])[C:5]3[CH:9]=[CH:10][C:2]([F:1])=[CH:3][CH:4]=3)=[CH:26][C:21]=2[N:20]=[C:19]1[CH2:35][CH2:36][CH3:37])([CH3:14])([CH3:13])[CH3:12]. Procedure details: 4-Fluoro-benzoyl chloride (42 μL, 0.36 mmol) was added to a solution of (5-benzylamino-2-propyl-benzoimidazol-1-yl)-acetic acid tert-butyl ester (45 mg, 0.12 mmol), DIEA (41 μL, 0.24 mmol) and DMAP (15 mg, 0.12 mmol) in CH2Cl2 (1 mL), and stirred overnight at room temperature. The reaction solution was diluted with aqueous HCl (1.0 M) and filtered through an Extrelut column. The Extrelut column was washed with CH2Cl2, and the filtrate was concentrated to afford the subtitle compound that was use...